Task: describe an organic reaction: reactants, conditions, products, and yield. Dataset: the Open Reaction Database (ORD), a public repository of structured organic reaction records Starting materials: Cc1ccccc1C(C)(C)C, ClC(Cl)(Cl)Cl, CC(C)(C#N)N=NC(C)(C)C#N, O=C1CCC(=O)N1Br. Product: CC(C)(C)c1ccccc1CBr. Reaction SMILES: [C:1]([CH3:2])([CH3:3])([CH3:4])[c:5]1[c:6]([CH3:11])[cH:7][cH:8][cH:9][cH:10]1.[Cl:32][C:33]([Cl:34])([Cl:35])[Cl:36].[N:20]#[C:21][C:22]([N:23]=[N:24][C:25]([C:26]#[N:27])([CH3:28])[CH3:29])([CH3:30])[CH3:31].[O:12]=[C:13]1[N:14]([Br:19])[C:15](=[O:16])[CH2:17][CH2:18]1>>[C:1]([CH3:2])([CH3:3])([CH3:4])[c:5]1[c:6]([CH2:11][Br:19])[cH:7][cH:8][cH:9][cH:10]1. Procedure: The activity of two samples treated in parallel according to Example 1 was determined with Chromozym TH and with an equimolar amount of Chromozym PL. With Chromozym PL, there was found ΔE/h=0.052 and with Chromozym TH ΔE/h=0.048. Reactants: CC1=CC=C(C=C1)S(=O)(=O)NCC(=O)N2CCC[C@H]2C(=O)N[C@@H](CCCN=C(N)N)C(=O)NC3=CC=C(C=C3)[N+](=O)[O-].Cl (Chromozym TH), CC1=CC=C(C=C1)S(=O)(=O)NCC(=O)N2CCC[C@H]2C(=O)N[C@@H](CCCN=C(N)N)C(=O)NC3=CC=C(C=C3)[N+](=O)[O-].Cl (Chromozym TH), CC1=CC=C(C=C1)S(=O)(=O)NCC(=O)N2CCCC2C(=O)NC(CCCCN)C(=O)NC3=CC=C(C=C3)[N+](=O)[O-] (Chromozym PL), CC1=CC=C(C=C1)S(=O)(=O)NCC(=O)N2CCCC2C(=O)NC(CCCCN)C(=O)NC3=CC=C(C=C3)[N+](=O)[O-] (Chromozym PL). Product: N(CC(=O)N1[C@H](C(=O)N[C@@H](CCCCN)C(=O)NC2=CC=C([N+](=O)[O-])C=C2)CCC1)S(=O)(=O)C1=CC=C(C)C=C1 (Tos-Gly-Pro-Lys-pNA). As a reaction SMILES: CC1C=CC(S(NCC(N2[C@H](C(N[C@H](C(NC3C=CC([N+]([O-])=O)=CC=3)=O)CCCN=C(N)N)=O)CCC2)=O)(=O)=O)=CC=1.Cl.[CH3:44][C:45]1[CH:50]=[CH:49][C:48]([S:51]([NH:54][CH2:55][C:56]([N:58]2[CH:62]([C:63]([NH:65][CH:66]([C:72]([NH:74][C:75]3[CH:80]=[CH:79][C:78]([N+:81]([O-:83])=[O:82])=[CH:77][CH:76]=3)=[O:73])[CH2:67][CH2:68][CH2:69][CH2:70][NH2:71])=[O:64])[CH2:61][CH2:60][CH2:59]2)=[O:57])(=[O:53])=[O:52])=[CH:47][CH:46]=1>>[NH:54]([S:51]([C:48]1[CH:47]=[CH:46][C:45]([CH3:44])=[CH:50][CH:49]=1)(=[O:53])=[O:52])[CH2:55][C:56]([N:58]1[CH2:59][CH2:60][CH2:61][C@H:62]1[C:63]([NH:65][C@H:66]([C:72]([NH:74][C:75]1[CH:80]=[CH:79][C:78]([N+:81]([O-:83])=[O:82])=[CH:77][CH:76]=1)=[O:73])[CH2:67][CH2:68][CH2:69][CH2:70][NH2:71])=[O:64])=[O:57] |f:0.1|. Yields the product NC1=CC=C(C=C1)N1CC(C1)O (1-(4-Aminophenyl)azetidin-3-ol). Procedure: A stirred solution of 1-(4-nitrophenyl)-azetidin-3-ol (Method 36; 15.15 g, 87 mM) in EtOH (250 ml) was hydrogenated over 10% Pd/C (1.5 g) for 18 hrs at atmospheric pressure. The reaction mixture was filtered and the filtrate was evaporated and triturated with ether giving the title compound as a grey crystalline solid. Much of the product had precipitated from the reaction mixture and been filtered off with catalyst. This was stirred with DMF (100 ml) for 15 mins and the catalyst filtered off. T... Reagents/catalysts: [Pd] (Pd/C). The reactants are OCC(=O)N1CCN(CC1)C1=CC=C(NC2=NC=C(C(=N2)C2=CN=C(N2C(C)C)C)Cl)C=C1 (2-{4-[4-(Hydroxyacetyl)piperazin-1-yl]anilino}-4-(1-isopropyl-2-methyl-1H-imidazol-5-yl)-5-chloropyrimidine), CCO (EtOH). Reaction SMILES: OCC(N1[CH2:10][CH2:9][N:8]([C:11]2[CH:33]=[CH:32][C:14]([NH:15]C3N=C(C4N(C(C)C)C(C)=NC=4)C(Cl)=CN=3)=[CH:13][CH:12]=2)[CH2:7]C1)=O.CC[OH:36]>[Pd]>[NH2:15][C:14]1[CH:32]=[CH:33][C:11]([N:8]2[CH2:7][CH:10]([OH:36])[CH2:9]2)=[CH:12][CH:13]=1. Reaction conditions: time 15 minute. Product: CC(F)(F)c1ccc(Cn2ccc(NC(=O)C=Cc3ccc(F)cc3Cl)n2)o1. Starting materials: O=C(O)C=Cc1ccc(F)cc1Cl, CC(F)(F)c1ccc(Cn2ccc(N)n2)o1. RXN SMILES: [Cl:17][c:18]1[c:19]([CH:25]=[CH:26][C:27](=[O:28])[OH:29])[cH:20][cH:21][c:22]([F:24])[cH:23]1.[F:1][C:2]([CH3:3])([F:4])[c:5]1[cH:6][cH:7][c:8]([CH2:10][n:11]2[n:12][c:13]([NH2:16])[cH:14][cH:15]2)[o:9]1>>[F:1][C:2]([CH3:3])([F:4])[c:5]1[cH:6][cH:7][c:8]([CH2:10][n:11]2[n:12][c:13]([NH:16][C:27]([CH:26]=[CH:25][c:19]3[c:18]([Cl:17])[cH:23][c:22]([F:24])[cH:21][cH:20]3)=[O:28])[cH:14][cH:15]2)[o:9]1. The reactants are subtitled intermediate, 1E, C(C)(C)(C)OC(=O)C(C(=O)O)CC(N)=O (t-butoxycarbonyl-3-carbamoyl propanoic acid), C=1C=CC2=C(C1)N=NN2O (HOBT), O (H2O), O1CCCC1.CN(C=O)C (tetrahydrofuran dimethylformamide). Yield: 85.0%. The product is subtitled compound, C1CCC(CC1)N=C=NC2CCCCC2 (DCC). As a reaction SMILES: C(OC([CH:8]([CH2:12][C:13](=O)[NH2:14])[C:9](O)=O)=O)(C)(C)C.[CH:16]1[CH:17]=[CH:18][C:19]2[N:24](O)N=N[C:20]=2[CH:21]=1.O.O1CC[CH2:29][CH2:28]1.[CH3:32]N(C)C=O>>[CH2:16]1[CH2:21][CH2:20][CH:19]([N:24]=[C:32]=[N:14][CH:13]2[CH2:12][CH2:8][CH2:9][CH2:29][CH2:28]2)[CH2:18][CH2:17]1 |f:3.4|. Reported procedure: The subtitled compound was prepared substantially in accordance with the procedure detailed in Example 1 using 0.50 g (1.18 mmol) of the subtitled intermediate of Preparation 1E, 0.289 g (1.24 mmol) of (2S)-2-N(t-butoxycarbonyl-3-carbamoyl propanoic acid 0.163 g (1.21 mmol) of HOBT.H2O and 0.249 g (1.21 mmol) of DCC in 11.5 mL of a 10:1.5 solution of tetrahydrofuran/dimethylformamide to provide a white solid. This solid was purified using flash chromatography (gradient eluent of 1-5% methanol in... Starting materials: BrC=1C(=C(NC1)C=O)C (4-Bromo-3-methylpyrrole-2-carboxaldehyde), O (water), [H-].[Na+] (NaH), C1(=CC=C(C=C1)S(=O)(=O)Cl)C (p-toluenesulfonyl chloride). The solvent is C1CCOC1 (THF), C(C)(=O)OCC (Ethyl acetate). Reaction conditions: temperature 0 celsius, time 30 minute. Product: BrC=1C(=C(N(C1)S(=O)(=O)C1=CC=C(C)C=C1)C=O)C (4-Bromo-3-methyl-2-formyl-N-tosylpyrrole). Reaction SMILES: [H-].[Na+].[Br:3][C:4]1[C:5]([CH3:11])=[C:6]([CH:9]=[O:10])[NH:7][CH:8]=1.[C:12]1([CH3:22])[CH:17]=[CH:16][C:15]([S:18](Cl)(=[O:20])=[O:19])=[CH:14][CH:13]=1.O>C1COCC1.C(OCC)(=O)C>[Br:3][C:4]1[C:5]([CH3:11])=[C:6]([CH:9]=[O:10])[N:7]([S:18]([C:15]2[CH:16]=[CH:17][C:12]([CH3:22])=[CH:13][CH:14]=2)(=[O:20])=[O:19])[CH:8]=1 |f:0.1|. Procedure: Following a general procedure,50 a stirred suspension of 60% NaH (2.5 g, 62 mmol) in dry THF (42 mL, distilled) was cooled to 0° C. under argon. The mixture was treated portionwise with 3 (7.78 g, 41.4 mmol). The mixture was stirred for 30 min at 0° C. before treating all at once with p-toluenesulfonyl chloride (8.00 g, 41.4 mmol). The reaction mixture was stirred at room temperature for 3 h, whereupon water (100 mL) was slowly added to quench the reaction. Ethyl acetate (100 mL) was added, and ...